From a dataset of the Open Reaction Database (ORD), a public repository of structured organic reaction records. describe an organic reaction: reactants, conditions, products, and yield The reactants are Cc1ccc(-n2nc(C(C)(C)C)cc2NC(=O)Nc2ccc(C)c([N+](=O)[O-])c2)cc1, CO, [H][H]. The product is Cc1ccc(-n2nc(C(C)(C)C)cc2NC(=O)Nc2ccc(C)c(N)c2)cc1. Reaction SMILES: [C:1]([CH3:2])([CH3:3])([CH3:4])[c:5]1[n:6][n:7](-[c:24]2[cH:25][cH:26][c:27]([CH3:30])[cH:28][cH:29]2)[c:8]([NH:10][C:11](=[O:12])[NH:13][c:14]2[cH:15][c:16]([N+:21]([O-:22])=[O:23])[c:17]([CH3:20])[cH:18][cH:19]2)[cH:9]1.[CH3:33][OH:34].[H:31][H:32]>>[C:1]([CH3:2])([CH3:3])([CH3:4])[c:5]1[n:6][n:7](-[c:24]2[cH:25][cH:26][c:27]([CH3:30])[cH:28][cH:29]2)[c:8]([NH:10][C:11](=[O:12])[NH:13][c:14]2[cH:15][c:16]([NH2:21])[c:17]([CH3:20])[cH:18][cH:19]2)[cH:9]1. Reaction conditions: temperature 90 celsius. Solvent: C(C)(C)O (isopropanol). Product: COCCCNCCCCC (N-(3-methoxypropyl)-pentylamine). Isolated yield 49.0%. Procedure details: 891 g (10 moles) of 3-methoxypropylamine are mixed with one liter of isopropanol at ambient temperature in a reactor. 755 g (5 moles) of n-pentyl bromide are added to the solution and then heated under reflux (about 90° C.) for 12 hours. The solvent is evaporated at a reduced pressure, the residue diluted with two liters of 2N sodium carbonate, a supernatent oil is separated and distilled at reduced pressure, the 104°-8° C./20 mmHg fraction being collected. Thus 390 g of product are obtained. Yi... Reactants: COCCCN (3-methoxypropylamine), C(CCCC)Br (n-pentyl bromide). Reaction SMILES: [CH3:1][O:2][CH2:3][CH2:4][CH2:5][NH2:6].[CH2:7](Br)[CH2:8][CH2:9][CH2:10][CH3:11]>C(O)(C)C>[CH3:1][O:2][CH2:3][CH2:4][CH2:5][NH:6][CH2:7][CH2:8][CH2:9][CH2:10][CH3:11]. The reactants are FC(C(=O)OC(C(F)(F)F)=O)(F)F (Trifluoroacetic anhydride), ClC1=CC=C(COC2=CC(N(C=C2)C=2C=CC3=C(N(C(=N3)C3C(C3)C(=O)N)C)C2)=O)C=C1 ((1RS,2RS)-2-(6-(4-((4-chlorobenzyl)oxy)-2-oxopyridin-1(2H)-yl)-1-methyl-1H-benzimidazol-2-yl)cyclopropanecarboxamide), N1=CC=CC=C1 (pyridine). Solvent: C1CCOC1 (THF). Reaction conditions: temperature 0 celsius, time 1 hour. Yields the product ClC1=CC=C(COC2=CC(N(C=C2)C=2C=CC3=C(N(C(=N3)C3C(C3)C#N)C)C2)=O)C=C1 ((1RS,2RS)-2-(6-(4-((4-Chlorobenzyl)oxy)-2-oxopyridin-1(2H)-yl)-1-methyl-1H-benzimidazol-2-yl)cyclopropanecarbonitrile). The yield is 13.4%. Reaction SMILES: FC(F)(F)C(OC(=O)C(F)(F)F)=O.[Cl:14][C:15]1[CH:45]=[CH:44][C:18]([CH2:19][O:20][C:21]2[CH:26]=[CH:25][N:24]([C:27]3[CH:28]=[CH:29][C:30]4[N:34]=[C:33]([CH:35]5[CH2:37][CH:36]5[C:38]([NH2:40])=O)[N:32]([CH3:41])[C:31]=4[CH:42]=3)[C:23](=[O:43])[CH:22]=2)=[CH:17][CH:16]=1.N1C=CC=CC=1>C1COCC1>[Cl:14][C:15]1[CH:45]=[CH:44][C:18]([CH2:19][O:20][C:21]2[CH:26]=[CH:25][N:24]([C:27]3[CH:28]=[CH:29][C:30]4[N:34]=[C:33]([CH:35]5[CH2:37][CH:36]5[C:38]#[N:40])[N:32]([CH3:41])[C:31]=4[CH:42]=3)[C:23](=[O:43])[CH:22]=2)=[CH:17][CH:16]=1. Procedure details: Trifluoroacetic anhydride (0.109 ml) was added to a solution of (1RS,2RS)-2-(6-(4-((4-chlorobenzyl)oxy)-2-oxopyridin-1(2H)-yl)-1-methyl-1H-benzimidazol-2-yl)cyclopropanecarboxamide (117 mg) and pyridine (0.063 ml) in THF (3 ml) at 0° C. The mixture was stirred at 0° C. under Ar atmosphere for 1 h. The mixture was quenched with saturated NaHCO3 solution at 0° C. and extracted with EtOAc. The organic layer was separated, washed with water and brine, dried over MgSO4 and concentrated in vacuo. The ... Reactants: O=C(CBr)c1ccc(Br)cc1, Cl, [H-], [Na+], C1CCOC1, CCOC(=O)C(CCc1ccccc1)C(=O)OCC. Product: CCOC(=O)C(CCc1ccccc1)(CC(=O)c1ccc(Br)cc1)C(=O)OCC. RXN SMILES: [Br:22][CH2:23][C:24](=[O:25])[c:26]1[cH:27][cH:28][c:29]([Br:32])[cH:30][cH:31]1.[ClH:33].[H-:1].[Na+:2].[O:34]1[CH2:35][CH2:36][CH2:37][CH2:38]1.[c:3]1([CH2:9][CH2:10][CH:11]([C:12](=[O:13])[O:14][CH2:15][CH3:16])[C:17](=[O:18])[O:19][CH2:20][CH3:21])[cH:4][cH:5][cH:6][cH:7][cH:8]1>>[c:3]1([CH2:9][CH2:10][C:11]([C:12](=[O:13])[O:14][CH2:15][CH3:16])([C:17](=[O:18])[O:19][CH2:20][CH3:21])[CH2:23][C:24](=[O:25])[c:26]2[cH:27][cH:28][c:29]([Br:32])[cH:30][cH:31]2)[cH:4][cH:5][cH:6][cH:7][cH:8]1. Reactants: C(C)(C)(C)OC(NC1(CCC1)C1=CC=C(C=C1)C=1C(=CC2=C(OCC(N2)=O)N1)C1=CC=CC=C1)=O (tert-butyl(1-(4-(2-oxo-7-phenyl-2,3-dihydro-1H-pyrido[2,3-b][1,4]oxazin-6-yl)phenyl)cyclobutyl)carbamate), B(F)(F)F.CCOCC (boron trifluoride diethyl etherate), [BH4-].[Na+] (sodium borohydride), C(=O)(O)[O-].[Na+] (NaHCO3). Solvent: C1CCOC1 (THF), CCOC(=O)C (AcOEt). Run at temperature 0 celsius, time 4 hour. Product: C(C)(C)(C)OC(NC1(CCC1)C1=CC=C(C=C1)C=1C(=CC2=C(OCCN2)N1)C1=CC=CC=C1)=O (tert-butyl(1-(4-(7-phenyl-2,3-dihydro-1H-pyrido[2,3-b][1,4]oxazin-6-yl)phenyl)cyclobutyl)carbamate). The yield is 34.3%. As a reaction SMILES: [C:1]([O:5][C:6](=[O:35])[NH:7][C:8]1([C:12]2[CH:17]=[CH:16][C:15]([C:18]3[C:19]([C:29]4[CH:34]=[CH:33][CH:32]=[CH:31][CH:30]=4)=[CH:20][C:21]4[NH:26][C:25](=O)[CH2:24][O:23][C:22]=4[N:28]=3)=[CH:14][CH:13]=2)[CH2:11][CH2:10][CH2:9]1)([CH3:4])([CH3:3])[CH3:2].B(F)(F)F.CCOCC.[BH4-].[Na+].C([O-])(O)=O.[Na+]>C1COCC1.CCOC(C)=O>[C:1]([O:5][C:6](=[O:35])[NH:7][C:8]1([C:12]2[CH:13]=[CH:14][C:15]([C:18]3[C:19]([C:29]4[CH:30]=[CH:31][CH:32]=[CH:33][CH:34]=4)=[CH:20][C:21]4[NH:26][CH2:25][CH2:24][O:23][C:22]=4[N:28]=3)=[CH:16][CH:17]=2)[CH2:11][CH2:10][CH2:9]1)([CH3:4])([CH3:2])[CH3:3] |f:1.2,3.4,5.6|. Procedure details: To a solution of tert-butyl(1-(4-(2-oxo-7-phenyl-2,3-dihydro-1H-pyrido[2,3-b][1,4]oxazin-6-yl)phenyl)cyclobutyl)carbamate (143 mg, 0.42 mmol) in dry THF (4 mL) was added boron trifluoride diethyl etherate (91 μL, 0.73 mmol) and sodium borohydride (27 mg, 0.73 mmol) at 0° C. under nitrogen. The resulting mixture was stirred for 4 h at 0° C. AcOEt (5 mL) and a saturated solution of NaHCO3 (10 mL) were added. The aqueous phase was extracted with dichloromethane (3×) using a phase separator (Isolute... Starting materials: C[O-].[Na+] (Sodium methoxide), BrCCCCCC(=O)N1CCCC2=CC=CC=C12 (1-(6-bromohexanoyl)-1,2,3,4-tetrahydroquinoline), O (water). Solvent: CO (methanol). The product is COCCCCCC(=O)N1CCCC2=CC=CC=C12 (1-(6-methoxyhexanoyl)-1,2,3,4-tetrahydroquinoline). As a reaction SMILES: [CH3:1][O-:2].[Na+].Br[CH2:5][CH2:6][CH2:7][CH2:8][CH2:9][C:10]([N:12]1[C:21]2[C:16](=[CH:17][CH:18]=[CH:19][CH:20]=2)[CH2:15][CH2:14][CH2:13]1)=[O:11].O>CO>[CH3:1][O:2][CH2:5][CH2:6][CH2:7][CH2:8][CH2:9][C:10]([N:12]1[C:21]2[C:16](=[CH:17][CH:18]=[CH:19][CH:20]=2)[CH2:15][CH2:14][CH2:13]1)=[O:11] |f:0.1|. Procedure: Sodium methoxide (0.8 g) was added to a solution of 1-(6-bromohexanoyl)-1,2,3,4-tetrahydroquinoline (2.1 g) in methanol (50 ml). The mixture was refluxed for 8 hours, then poured into water and extracted with ether. The extract was dried and evaporated and the residue chromatographed on silica gel, eluting with 98:2 methylene chloride:methanol, so as to obtain the product 1-(6-methoxyhexanoyl)-1,2,3,4-tetrahydroquinoline.